This data is from the Open Reaction Database (ORD), a public repository of structured organic reaction records. The task is: describe an organic reaction: reactants, conditions, products, and yield Starting materials: CN, CC(=O)c1ccccc1Cl, Cl, [Cu]. Product: CNc1ccccc1C(C)=O. Reaction SMILES: [CH3:11][NH2:12].[Cl:1][c:2]1[c:3]([C:8]([CH3:9])=[O:10])[cH:4][cH:5][cH:6][cH:7]1.[ClH:14].[Cu:13]>>[c:2]1([NH:12][CH3:11])[c:3]([C:8]([CH3:9])=[O:10])[cH:4][cH:5][cH:6][cH:7]1. The reactants are Cl (HCl), C(C)(=O)NC(C(=O)O)=CC1=CC(=C(C=C1)Cl)Cl (2-acetylamino-3-(3,4-dichloro-phenyl)-acrylic acid), O (water), C1(=CC=CC=C1)C (toluene). The solvent is CN1C(CCC1)=O (N-methyl-2-pyrrolidinone). Conditions: temperature 125 celsius. The product is ClC=1C=C(C=CC1Cl)CC(C(=O)O)=O (3-(3,4-dichloro-phenyl)-2-oxo-propionic acid). RXN SMILES: Cl.C(N[C:6](=[CH:10][C:11]1[CH:16]=[CH:15][C:14]([Cl:17])=[C:13]([Cl:18])[CH:12]=1)[C:7]([OH:9])=[O:8])(=O)C.[OH2:19].C1(C)C=CC=CC=1>CN1CCCC1=O>[Cl:18][C:13]1[CH:12]=[C:11]([CH2:10][C:6](=[O:19])[C:7]([OH:9])=[O:8])[CH:16]=[CH:15][C:14]=1[Cl:17]. Procedure: 140 mL 4 M HCl were added to a suspension of 21.0 g (76.6 mmol) 2-acetylamino-3-(3,4-dichloro-phenyl)-acrylic acid in 100 mL N-methyl-2-pyrrolidinone and the reaction mixture was then heated for 4 h at an oil bath temperature of 125° C. The cooled reaction solution was poured onto a cooled mixture of 350 mL water and 120 mL toluene. The phases were separated, the aqueous phase was again extracted with toluene, the combined organic phases were extracted with water, filtered through Na2SO4 and eva... Reactants: ice, ON1C(=O)CCC1=O (HOSu), C1CCC(CC1)N=C=NC2CCCCC2 (DCC), N1[C@H](CO)CCC1 (L-prolinol), C(C)(C)(C)OC(=O)N[C@@H](CC1=CC=CC=C1)C(=O)O (t-butyloxycarbonyl-phenylalanine). The solvent is C1CCOC1 (THF), C1CCOC1 (THF). Conditions: temperature 4 celsius, time 21 hour. Yields the product C(C)(C)(C)OC(=O)N[C@@H](CC1=CC=CC=C1)C(=O)N1[C@H](C=O)CCC1 (t-butyloxycarbonyl-phenylalanyl-prolinal). Reaction SMILES: [C:1]([O:5][C:6]([NH:8][C@H:9]([C:17]([OH:19])=O)[CH2:10][C:11]1[CH:16]=[CH:15][CH:14]=[CH:13][CH:12]=1)=[O:7])([CH3:4])([CH3:3])[CH3:2].ON1C(=O)CCC1=O.C1CCC(N=C=NC2CCCCC2)CC1.[NH:43]1[CH2:49][CH2:48][CH2:47][C@H:44]1[CH2:45][OH:46]>C1COCC1>[C:1]([O:5][C:6]([NH:8][C@H:9]([C:17]([N:43]1[CH2:49][CH2:48][CH2:47][C@H:44]1[CH:45]=[O:46])=[O:19])[CH2:10][C:11]1[CH:12]=[CH:13][CH:14]=[CH:15][CH:16]=1)=[O:7])([CH3:2])([CH3:3])[CH3:4]. Procedure: In 200 ml of THF was dissolved 29.9 g of t-butyloxycarbonyl-phenylalanine. To this solution were added under cooling with edible salt and ice 11.5 g of HOSu and 20.6 g of DCC, and the mixture was stirred for 21 hours at 4° C. The reaction liquid was filtered and the filtrate was evaporated whereby a semi-solid substance was obtained. This substance was recrystallized from chloroform to obtain a white solid substance which was then dissolved in 400 ml of THF. To this solution was added 7.4 g of L... Starting materials: [OH-].[Na+] (sodium hydroxide), S(=O)(=O)(O)O.C(C(C)C)NC(=N)N (isobutylguanidine sulfate), S(=O)(=O)([O-])[O-].[Na+].[Na+] (sodium sulfate), C(C=CC1=CC=CC=C1)(=O)Cl (cinnamoyl chloride). Run in O1CCCC1 (tetrahydrofuran), O1CCCC1 (tetrahydrofuran). Reaction conditions: time 45 minute. Yields the product Cl.C(C=CC1=CC=CC=C1)(=O)NC(=N)NCC(C)C (1-Cinnamoyl-3-Isobutylguanidine Hydrochloride). Reaction SMILES: [OH-].[Na+].S(O)(O)(=O)=O.[CH2:8]([NH:12][C:13]([NH2:15])=[NH:14])[CH:9]([CH3:11])[CH3:10].S([O-])([O-])(=O)=O.[Na+].[Na+].[C:23]([Cl:33])(=[O:32])[CH:24]=[CH:25][C:26]1[CH:31]=[CH:30][CH:29]=[CH:28][CH:27]=1>O1CCCC1>[ClH:33].[C:23]([NH:14][C:13]([NH:12][CH2:8][CH:9]([CH3:11])[CH3:10])=[NH:15])(=[O:32])[CH:24]=[CH:25][C:26]1[CH:31]=[CH:30][CH:29]=[CH:28][CH:27]=1 |f:0.1,2.3,4.5.6,9.10|. Procedure: A mixture of 7.95 g of a 50% aqueous sodium hydroxide solution, isobutylguanidine sulfate (16.32 g), and 120 ml of tetrahydrofuran is stirred for 45 minutes. 12 g anhydrous sodium sulfate are added to the mixture and stirring continued 45 minutes. A solution of cinnamoyl chloride (8.28 g) in anhydrous tetrahydrofuran is slowly added dropwise to the reaction mixture and stirring continued for 48 hrs. The reaction mixture is filtered and concentrated in vacuo. The resultant yellow solid is partiti...